From a dataset of the Open Reaction Database (ORD), a public repository of structured organic reaction records. describe an organic reaction: reactants, conditions, products, and yield The reactants are COC=1C=C(C=CC1)C(CC1=CC=CC=C1)=O (1-(3-methoxyphenyl)-2-phenylethanone), C(C)OC=1C=C(C=O)C=C(C1O)[N+](=O)[O-] (3-ethoxy-4-hydroxy-5-nitrobenzaldehyde), NC(=O)N (urea), Cl (HCl). Run in CCO (EtOH). The product is C(C)OC=1C=C(C=C(C1O)[N+](=O)[O-])C1NC(NC(=C1C1=CC=CC=C1)C1=CC(=CC=C1)OC)=O (4-(3-ethoxy-4-hydroxy-5-nitrophenyl)-6-(3-methoxyphenyl)-5-phenyl-3,4-dihydropyrimidin-2(1H)-one). The yield is 27.1%. As a reaction SMILES: [CH3:1][O:2][C:3]1[CH:4]=[C:5]([C:9](=O)[CH2:10][C:11]2[CH:16]=[CH:15][CH:14]=[CH:13][CH:12]=2)[CH:6]=[CH:7][CH:8]=1.[CH2:18]([O:20][C:21]1[CH:22]=[C:23]([CH:26]=[C:27]([N+:30]([O-:32])=[O:31])[C:28]=1[OH:29])[CH:24]=O)[CH3:19].[NH2:33][C:34]([NH2:36])=[O:35].Cl>CCO>[CH2:18]([O:20][C:21]1[CH:22]=[C:23]([CH:24]2[C:10]([C:11]3[CH:16]=[CH:15][CH:14]=[CH:13][CH:12]=3)=[C:9]([C:5]3[CH:6]=[CH:7][CH:8]=[C:3]([O:2][CH3:1])[CH:4]=3)[NH:36][C:34](=[O:35])[NH:33]2)[CH:26]=[C:27]([N+:30]([O-:32])=[O:31])[C:28]=1[OH:29])[CH3:19]. Reported procedure: A mixture of 1-(3-methoxyphenyl)-2-phenylethanone (100 mg, 0.44 mmol), 3-ethoxy-4-hydroxy-5-nitrobenzaldehyde (72 mg, 0.34 mmol), urea (80 mg, 1.33 mmol), and concentrated HCl solution (0.04 mL, 0.44 mmol) in EtOH (5 mL) was refluxed overnight. The mixture was evaporated in vacuo and the residue was purified by preparative HPLC to give Compound 15 (42.57 mg, yield 21%). 1H NMR (DMSO-d6 400 MHz): δ 10.29 (s, 1H), 8.72 (s, 1H), 7.54 (s, 1H), 7.44 (s, 1H), 7.18-7.12 (m, 2H), 7.08-7.02 (m, 3H), 6.86...